This data is from the Open Reaction Database (ORD), a public repository of structured organic reaction records. The task is: describe an organic reaction: reactants, conditions, products, and yield Reactants: CNC1=CC=C(C=2C(C3=CC=CC=C3C(C12)=O)=O)Br (1-methylamino-4bromo-anthraquinone), FC(OC1=CC=C(N)C=C1)(F)F (para-trifluoromethoxyaniline), C(C)(=O)[O-].[K+] (potassium acetate). The reagents and catalysts are C(C)(=O)[O-].[Cu+2].C(C)(=O)[O-] (copper acetate). Reaction conditions: temperature 132 celsius. The product is CNC1=CC=C(C=2C(C3=CC=CC=C3C(C12)=O)=O)NC1=CC=C(C=C1)OC(F)(F)F (1-methylamino-4-(p-trifluoromethoxy-anilino)-anthraquinone). Reaction SMILES: [CH3:1][NH:2][C:3]1[C:16]2[C:15](=[O:17])[C:14]3[C:9](=[CH:10][CH:11]=[CH:12][CH:13]=3)[C:8](=[O:18])[C:7]=2[C:6](Br)=[CH:5][CH:4]=1.[F:20][C:21]([F:31])([F:30])[O:22][C:23]1[CH:29]=[CH:28][C:26]([NH2:27])=[CH:25][CH:24]=1.C([O-])(=O)C.[K+]>C([O-])(=O)C.[Cu+2].C([O-])(=O)C>[CH3:1][NH:2][C:3]1[C:16]2[C:15](=[O:17])[C:14]3[C:9](=[CH:10][CH:11]=[CH:12][CH:13]=3)[C:8](=[O:18])[C:7]=2[C:6]([NH:27][C:26]2[CH:28]=[CH:29][C:23]([O:22][C:21]([F:20])([F:30])[F:31])=[CH:24][CH:25]=2)=[CH:5][CH:4]=1 |f:2.3,4.5.6|. Procedure: 12.64 parts of 1-methylamino-4bromo-anthraquinone, 9.9 parts of para-trifluoromethoxyaniline, 6 parts of potassium acetate and 2 parts of copper acetate are introduced into 43 parts of 4-methyl-2-pertanol and the mixture is heated at 132° C. for 8 hours. The mixture is then cooled to 60° C., filtered, washed with water, then the precipitate is taken up in dilute caustic soda, filtered, washed and dried. 9.6 parts of 1-methylamino-4-(p-trifluoromethoxy-anilino)-anthraquinone are obtained. The reactants are O=C(O)c1ccc(Br)c(F)c1, CC(C)(C)c1cccc(N)c1, CCN=C=NCCCN(C)C, ClCCl, CN(C)C=O. Product: CC(C)(C)c1cccc(NC(=O)c2ccc(Br)c(F)c2)c1. Reaction SMILES: [Br:12][c:13]1[c:14]([F:22])[cH:15][c:16]([C:17](=[O:18])[OH:19])[cH:20][cH:21]1.[C:1]([CH3:2])([CH3:3])([CH3:4])[c:5]1[cH:6][c:7]([NH2:11])[cH:8][cH:9][cH:10]1.[CH3:28][CH2:29][N:30]=[C:31]=[N:32][CH2:33][CH2:34][CH2:35][N:36]([CH3:37])[CH3:38].[Cl:39][CH2:40][Cl:41].[O:23]=[CH:24][N:25]([CH3:26])[CH3:27]>>[C:1]([CH3:2])([CH3:3])([CH3:4])[c:5]1[cH:6][c:7]([NH:11][C:17]([c:16]2[cH:15][c:14]([F:22])[c:13]([Br:12])[cH:21][cH:20]2)=[O:18])[cH:8][cH:9][cH:10]1. The reactants are COCCOCCBr, CCOC(=O)c1cc(O)n[nH]1, CC#N, [K+], [K+], O=C([O-])[O-], O. The product is CCOC(=O)c1cc(OCCOCCOC)n[nH]1. As a reaction SMILES: [Br:18][CH2:19][CH2:20][O:21][CH2:22][CH2:23][O:24][CH3:25].[CH2:1]([CH3:2])[O:3][C:4](=[O:5])[c:6]1[nH:7][n:8][c:9]([OH:11])[cH:10]1.[CH3:27][C:28]#[N:29].[K+:12].[K+:13].[O-:14][C:15]([O-:16])=[O:17].[OH2:26]>>[CH2:1]([CH3:2])[O:3][C:4](=[O:5])[c:6]1[nH:7][n:8][c:9]([O:11][CH2:19][CH2:20][O:21][CH2:22][CH2:23][O:24][CH3:25])[cH:10]1. Reactants: Fc1cc(Br)ccc1CBr, CC(C)(C)OC(=O)Nc1cncc(C(=O)N2CCC(c3cccc(CN(C(=O)OC(C)(C)C)C(=O)OC(C)(C)C)c3)CC2)c1, CN(C)C=O, [H-], [Na+]. Yields the product CC(C)(C)OC(=O)N(Cc1cccc(C2CCN(C(=O)c3cncc(N(Cc4ccc(Br)cc4F)C(=O)OC(C)(C)C)c3)CC2)c1)C(=O)OC(C)(C)C. Reaction SMILES: [Br:47][c:48]1[cH:49][c:50]([F:56])[c:51]([CH2:52][Br:53])[cH:54][cH:55]1.[C:1]([CH3:2])([CH3:3])([CH3:4])[O:5][C:6]([NH:7][c:8]1[cH:9][n:10][cH:11][c:12]([C:14](=[O:15])[N:16]2[CH2:17][CH2:18][CH:19]([c:22]3[cH:23][c:24]([CH2:28][N:29]([C:30](=[O:31])[O:32][C:33]([CH3:34])([CH3:35])[CH3:36])[C:37](=[O:38])[O:39][C:40]([CH3:41])([CH3:42])[CH3:43])[cH:25][cH:26][cH:27]3)[CH2:20][CH2:21]2)[cH:13]1)=[O:44].[CH3:57][N:58]([CH3:59])[CH:60]=[O:61].[H-:45].[Na+:46]>>[C:1]([CH3:2])([CH3:3])([CH3:4])[O:5][C:6]([N:7]([c:8]1[cH:9][n:10][cH:11][c:12]([C:14](=[O:15])[N:16]2[CH2:17][CH2:18][CH:19]([c:22]3[cH:23][c:24]([CH2:28][N:29]([C:30](=[O:31])[O:32][C:33]([CH3:34])([CH3:35])[CH3:36])[C:37](=[O:38])[O:39][C:40]([CH3:41])([CH3:42])[CH3:43])[cH:25][cH:26][cH:27]3)[CH2:20][CH2:21]2)[cH:13]1)[CH2:52][c:51]1[c:50]([F:56])[cH:49][c:48]([Br:47])[cH:55][cH:54]1)=[O:44]. The reactants are CCN(C(C)C)C(C)C (DIPEA), ClC1=CC2=C(NC(=C2)C(=O)NC2C(N(C3=CC=CC=C3C2)CC2=NC(=NO2)C)=O)S1 (2-Chloro-N-{1-[(3-methyl-1,2,4-oxadiazol-5-yl)methyl]-2-oxo-1,2,3,4-tetrahydroquinolin-3-yl}-6H-thieno[2,3-b]pyrrole-5-carboxamide), CCN=C=NCCCN(C)C (EDCI), C=1C=CC2=C(C1)N=NN2O (HOBT), ClC1=CC2=C(NC(=C2)C(=O)NC2C(N(C3=CC=CC=C3C2)CC(CO)O)=O)S1 (2-Chloro-N-[1-(2,3-dihydroxypropyl)-2-oxo-1,2,3,4-tetrahydroquinolin-3-yl]-6H-thieno[2,3-b]pyrrole-5-carboxamide). The solvent is C(Cl)Cl (DCM). Run at time 2 hour. Product: ClC1=CC2=C(NC(=C2)C(=O)NC2C(NC3=CN=CC=C3C2)=O)S1 (2-Chloro-N-(2-oxo-1,2,3,4-tetrahydro-1,7-naphthyridin-3-yl)-6H-thieno[2,3-b]pyrrole-5-carboxamide). Isolated yield 16.9%. As a reaction SMILES: CC[N:3](C(C)C)C(C)C.C1C=CC2N(O)N=NC=2C=1.[Cl:20][C:21]1[S:47][C:24]2[NH:25][C:26]([C:28]([NH:30][CH:31]3[CH2:40][C:39]4[C:34](=[CH:35]C=[CH:37][CH:38]=4)[N:33](CC(O)CO)[C:32]3=[O:46])=[O:29])=[CH:27][C:23]=2[CH:22]=1.ClC1SC2NC(C(NC3CC4C(=CC=CC=4)N(CC4ON=C(C)N=4)C3=O)=O)=CC=2C=1.CCN=C=NCCCN(C)C>C(Cl)Cl>[Cl:20][C:21]1[S:47][C:24]2[NH:25][C:26]([C:28]([NH:30][CH:31]3[CH2:40][C:39]4[C:34](=[CH:35][N:3]=[CH:37][CH:38]=4)[NH:33][C:32]3=[O:46])=[O:29])=[CH:27][C:23]=2[CH:22]=1. Procedure: DIPEA (297 mg, 2.3 mmol), HOBT (128 mg, 0.95 mmol), 2-chloro-6H-thieno[2,3-b]pyrrole-5-carboxylic acid (Method 9, 154 mg., 0.767 mmol) and 3-amino-3,4-dihydro-1,7-naphthyridin-2(1H)-one (Method 28, 300 mg, 0.767 mmol) were suspended in DCM (10 mL). EDCI (183 mg, 0.95 mmol) was then added and the reaction mixture stirred at ambient temperature for 2 hrs. The reaction mixture was filtered and the filtrate was diluted with ethyl acetate (100 mL), washed with saturated aqueous sodium bicarbonate (2×... Reaction SMILES: C([NH:9][C:10]([NH:12][C:13]12[CH2:20][CH2:19][C:16]([C:21]3[CH:26]=[CH:25][C:24]([S:27]([CH3:30])(=[O:29])=[O:28])=[CH:23][CH:22]=3)([CH2:17][CH2:18]1)[CH2:15][CH2:14]2)=[S:11])(=O)C1C=CC=CC=1.C(=O)([O-])[O-].[K+].[K+]>C1COCC1.CO.O>[CH3:30][S:27]([C:24]1[CH:23]=[CH:22][C:21]([C:16]23[CH2:17][CH2:18][C:13]([NH:12][C:10]([NH2:9])=[S:11])([CH2:14][CH2:15]2)[CH2:20][CH2:19]3)=[CH:26][CH:25]=1)(=[O:29])=[O:28] |f:1.2.3|. Reactants: C(C1=CC=CC=C1)(=O)NC(=S)NC12CCC(CC1)(CC2)C2=CC=C(C=C2)S(=O)(=O)C (1-benzoyl-3-(4-(4-(methylsulfonyl)phenyl)bicyclo[2.2.2]octan-1-yl)thiourea), C([O-])([O-])=O.[K+].[K+] (potassium carbonate). Run in O (water), CO (methanol), C1CCOC1 (THF), C1CCOC1 (THF). Reported procedure: To a 100 mL round-bottomed flask equipped with magnetic stirring was added a solution of 1-benzoyl-3-(4-(4-(methylsulfonyl)phenyl)bicyclo[2.2.2]octan-1-yl)thiourea (185 mg, 418 μmol) suspended in THF (1.5 mL) and methanol (3 mL). A solution of potassium carbonate (289 mg, 2090 μmol) in 1.5 mL of water was added, and the reaction mixture was stirred at ambient temperature. After 3.5 h, 3 mL more of THF was added. Then after 22.5 h, the lower boiling solvents of the reaction mixture were removed i... Run at time 3.5 hour. Product: CS(=O)(=O)C1=CC=C(C=C1)C12CCC(CC1)(CC2)NC(=S)N (1-(4-(4-(methylsulfonyl)phenyl)bicyclo[2.2.2]octan-1-yl)thiourea). Reactants: S(=O)(=O)(Cl)Cl (Sulfuryl chloride), FC1=CC=C(C=C1)C(CC1=CC=CC=C1)=O (1-(4-Fluorophenyl)-2-phenyl ethanone), ice. The solvent is C(Cl)Cl (methylene chloride), C(Cl)Cl (methylene chloride). Reaction conditions: temperature 12.5 celsius. Yields the product ClC(C(=O)C1=CC=C(C=C1)F)C1=CC=CC=C1 (2-Chloro-1-(4-fluorophenyl)-2-phenylethanone). As a reaction SMILES: S(Cl)([Cl:4])(=O)=O.[F:6][C:7]1[CH:12]=[CH:11][C:10]([C:13](=[O:21])[CH2:14][C:15]2[CH:20]=[CH:19][CH:18]=[CH:17][CH:16]=2)=[CH:9][CH:8]=1>C(Cl)Cl>[Cl:4][CH:14]([C:15]1[CH:16]=[CH:17][CH:18]=[CH:19][CH:20]=1)[C:13]([C:10]1[CH:9]=[CH:8][C:7]([F:6])=[CH:12][CH:11]=1)=[O:21]. Procedure: Sulfuryl chloride (66.6 g, 0.493 mol) is taken in a 4 necked RB flask equipped with mechanical strring rod, pressure equalization funnel and a CaCl2 guard tube. The contents of the flask are cooled to 10-15° C. A solution of 1-(4-Fluorophenyl)-2-phenyl ethanone (100 g, 0.467 mol) in 150 ml of methylene chloride is added to the above flask in about 30-45 min while maintaining the temperature between 10-15° C. After completion of addition, the reaction mass is then stirred for additional 2½ hours ...